Dataset: the Open Reaction Database (ORD), a public repository of structured organic reaction records. Task: describe an organic reaction: reactants, conditions, products, and yield Starting materials: CCCCCCCCCCCCCCCC(=O)Cl, ClCCl, CN(C)CCCN. Yields the product CCCCCCCCCCCCCCCC(=O)NCCCN(C)C. Reaction SMILES: [C:8]([CH2:9][CH2:10][CH2:11][CH2:12][CH2:13][CH2:14][CH2:15][CH2:16][CH2:17][CH2:18][CH2:19][CH2:20][CH2:21][CH2:22][CH3:23])(=[O:24])[Cl:25].[CH2:26]([Cl:27])[Cl:28].[CH3:1][N:2]([CH2:3][CH2:4][CH2:5][NH2:6])[CH3:7]>>[CH3:1][N:2]([CH2:3][CH2:4][CH2:5][NH:6][C:8]([CH2:9][CH2:10][CH2:11][CH2:12][CH2:13][CH2:14][CH2:15][CH2:16][CH2:17][CH2:18][CH2:19][CH2:20][CH2:21][CH2:22][CH3:23])=[O:24])[CH3:7]. Reactants: CC=1N=CC(=NC1)CN ((5-methylpyrazin-2-yl)methanamine), C(C1=CC=CC=C1)OC1=CC(N(C=C1)C=1SC(=C(N1)C)C(=O)O)=O (2-(4-(benzyloxy)-2-oxopyridin-1(2H)-yl)-4-methylthiazole-5-carboxylic acid). The product is C(C1=CC=CC=C1)OC1=CC(N(C=C1)C=1SC(=C(N1)C)C(=O)NCC1=NC=C(N=C1)C)=O (2-(4-(Benzyloxy)-2-oxopyridin-1(2H)-yl)-4-methyl-N-((5-methylpyrazin-2-yl)methyl)thiazole-5-carboxamide). Yield: 42.0%. Reaction SMILES: [CH3:1][C:2]1[N:3]=[CH:4][C:5]([CH2:8][NH2:9])=[N:6][CH:7]=1.[CH2:10]([O:17][C:18]1[CH:23]=[CH:22][N:21]([C:24]2[S:25][C:26]([C:30](O)=[O:31])=[C:27]([CH3:29])[N:28]=2)[C:20](=[O:33])[CH:19]=1)[C:11]1[CH:16]=[CH:15][CH:14]=[CH:13][CH:12]=1>>[CH2:10]([O:17][C:18]1[CH:23]=[CH:22][N:21]([C:24]2[S:25][C:26]([C:30]([NH:9][CH2:8][C:5]3[CH:4]=[N:3][C:2]([CH3:1])=[CH:7][N:6]=3)=[O:31])=[C:27]([CH3:29])[N:28]=2)[C:20](=[O:33])[CH:19]=1)[C:11]1[CH:16]=[CH:15][CH:14]=[CH:13][CH:12]=1. Procedure: Following the procedure as described in Example 22, making variation only as required to use (5-methylpyrazin-2-yl)methanamine in place of benzo[b]thiophen-2-ylmethanamine to react with 2-(4-(benzyloxy)-2-oxopyridin-1(2H)-yl)-4-methylthiazole-5-carboxylic acid, the title compound was obtained as a colorless solid in 42% yield: 1H NMR (300 MHz, DMSO-d6) δ 8.83 (t, J=5.7 Hz, 1H), 8.61 (d, J=8.1 Hz, 1H), 8.44 (s, 2H), 7.48-7.31 (m, 5H), 6.39 (dd, J=8.1, 2.7 Hz, 1H), 6.23 (d, J=2.7 Hz, 1H), 5.16 (s,...